Dataset: the Open Reaction Database (ORD), a public repository of structured organic reaction records. Task: describe an organic reaction: reactants, conditions, products, and yield Starting materials: C(C)(=O)OCC (Ethyl acetate), CC1=C(C(NC=C1)=O)[N+](=O)[O-] (4-methyl-3-nitro-2-pyridone), COC1=CC=C(CCl)C=C1 (4-methoxybenzyl chloride), [H-].[Na+] (NaH). Run in CN(C)C=O (DMF). Conditions: time 1 hour. The product is COC1=CC=C(CN2C(C(=C(C=C2)C)[N+](=O)[O-])=O)C=C1 (1-(4-methoxybenzyl)-4-methyl-3-nitro-2-pyridone). Yield: 56.0%. RXN SMILES: [CH3:1][C:2]1[CH:7]=[CH:6][NH:5][C:4](=[O:8])[C:3]=1[N+:9]([O-:11])=[O:10].[H-].[Na+].[CH3:14][O:15][C:16]1[CH:23]=[CH:22][C:19]([CH2:20]Cl)=[CH:18][CH:17]=1.C(OCC)(=O)C>CN(C=O)C>[CH3:14][O:15][C:16]1[CH:23]=[CH:22][C:19]([CH2:20][N:5]2[CH:6]=[CH:7][C:2]([CH3:1])=[C:3]([N+:9]([O-:11])=[O:10])[C:4]2=[O:8])=[CH:18][CH:17]=1 |f:1.2|. Procedure: To a stirred suspension of 4-methyl-3-nitro-2-pyridone (2.0 g, 13 mmol) in DMF (60 mL) was added NaH (60% suspension in oil, 0.52 g). After 1 hour, 4-methoxybenzyl chloride (1.8 mL) was added, and the mixture was stirred at rt overnight. Ethyl acetate was added, and the organic phase was washed with water, dried, filtered and evaporated. Chromatography of the residue over silica gel (ethyl acetate/hexane) gave 1-(4-methoxybenzyl)-4-methyl-3-nitro-2-pyridone (2.0 g, 7.3 mmol, 56%). Starting materials: CCNCC, O=C1CC(CCl)CN1Cc1ccccc1, CN(C)C=O. Product: CCN(CC)CC1CC(=O)N(Cc2ccccc2)C1. Reaction SMILES: [CH2:16]([CH3:17])[NH:18][CH2:19][CH3:20].[CH2:1]([c:2]1[cH:3][cH:4][cH:5][cH:6][cH:7]1)[N:8]1[C:9](=[O:15])[CH2:10][CH:11]([CH2:13][Cl:14])[CH2:12]1.[CH3:21][N:22]([CH3:23])[CH:24]=[O:25]>>[CH2:1]([c:2]1[cH:3][cH:4][cH:5][cH:6][cH:7]1)[N:8]1[C:9](=[O:15])[CH2:10][CH:11]([CH2:13][N:18]([CH2:16][CH3:17])[CH2:19][CH3:20])[CH2:12]1.